From a dataset of the Open Reaction Database (ORD), a public repository of structured organic reaction records. describe an organic reaction: reactants, conditions, products, and yield The yield is 78.1%. The reactants are C1(CC1)N (Cyclopropylamine), C=1C=CC2=C(C1)N=NN2O (HOBt), CCN=C=NCCCN(C)C (WSC), C(C)NC(=O)C1=CC=C(C=C1)N1N=NC(=C1OCCCC1=CC=CC=C1)C(=O)OC (methyl 1-{4-[(ethylamino)carbonyl]phenyl}-5-(3-phenylpropoxy)-1H-1,2,3-triazole-4-carboxylate), [OH-].[Na+] (sodium hydroxide). Conditions: temperature 60 celsius, time 30 minute. RXN SMILES: [CH2:1]([NH:3][C:4]([C:6]1[CH:11]=[CH:10][C:9]([N:12]2[C:16]([O:17][CH2:18][CH2:19][CH2:20][C:21]3[CH:26]=[CH:25][CH:24]=[CH:23][CH:22]=3)=[C:15]([C:27]([O:29]C)=O)[N:14]=[N:13]2)=[CH:8][CH:7]=1)=[O:5])[CH3:2].[OH-].[Na+].[CH:33]1([NH2:36])[CH2:35][CH2:34]1.C1C=CC2N(O)N=NC=2C=1.CCN=C=NCCCN(C)C>CO>[CH:33]1([NH:36][C:27]([C:15]2[N:14]=[N:13][N:12]([C:9]3[CH:10]=[CH:11][C:6]([C:4]([NH:3][CH2:1][CH3:2])=[O:5])=[CH:7][CH:8]=3)[C:16]=2[O:17][CH2:18][CH2:19][CH2:20][C:21]2[CH:26]=[CH:25][CH:24]=[CH:23][CH:22]=2)=[O:29])[CH2:35][CH2:34]1 |f:1.2|. Yields the product C1(CC1)NC(=O)C=1N=NN(C1OCCCC1=CC=CC=C1)C1=CC=C(C=C1)C(=O)NCC (N-cyclopropyl-1-{4-[(ethylamino)carbonyl]phenyl}-5-(3-phenylpropoxy)-1H-1,2,3-triazole-4-carboxamide). The solvent is CO (methanol). Reported procedure: To a solution of methyl 1-{4-[(ethylamino)carbonyl]phenyl}-5-(3-phenylpropoxy)-1H-1,2,3-triazole-4-carboxylate (106 mg, 0.26 mmol) obtained in Example 1211b) in methanol (3 ml) was added 1N sodium hydroxide (1 ml), the mixture was stirred at 60° C. for 30 min, and the solvent was evaporated. The residue was adjusted to pH 2-3 with 1N hydrochloric acid. The precipitated crystals were collected by filtration, dried and dissolved in DMF (3 ml). Cyclopropylamine (15 mg, 0.26 mmol), HOBt (44 mg, 0.26... Reactants: N(=[N+]=[N-])C[C@H](C1=CC=CC=C1)OC1=C(C#N)C=C(C(=C1)Cl)F (2-[[(1S)-2-Azido-1-phenylethyl]oxy]-4-chloro-5-fluorobenzonitrile), C1(=CC=CC=C1)P(C1=CC=CC=C1)C1=CC=CC=C1 (triphenylphosphine), O (water), O (water), C(\C=C\C(=O)O)(=O)O (fumaric acid). The solvent is C1CCOC1 (THF), C(C)O (ethanol). Run at temperature 60 celsius. Yields the product C(\C=C\C(=O)O)(=O)O.NC[C@H](C1=CC=CC=C1)OC1=C(C#N)C=C(C(=C1)Cl)F (2-[[(1S)-2-Amino-1-phenylethyl]oxy]-4-chloro-5-fluorobenzonitrile (E)-butenedioate). As a reaction SMILES: [N:1]([CH2:4][C@@H:5]([O:12][C:13]1[CH:20]=[C:19]([Cl:21])[C:18]([F:22])=[CH:17][C:14]=1[C:15]#[N:16])[C:6]1[CH:11]=[CH:10][CH:9]=[CH:8][CH:7]=1)=[N+]=[N-].C1(P(C2C=CC=CC=2)C2C=CC=CC=2)C=CC=CC=1.O.[C:43]([OH:50])(=[O:49])/[CH:44]=[CH:45]/[C:46]([OH:48])=[O:47]>C1COCC1.C(O)C>[C:43]([OH:50])(=[O:49])/[CH:44]=[CH:45]/[C:46]([OH:48])=[O:47].[NH2:1][CH2:4][C@@H:5]([O:12][C:13]1[CH:20]=[C:19]([Cl:21])[C:18]([F:22])=[CH:17][C:14]=1[C:15]#[N:16])[C:6]1[CH:11]=[CH:10][CH:9]=[CH:8][CH:7]=1 |f:6.7|. Reported procedure: The product from step (b) (2.79 g) in dry THF (80 ml) was treated with triphenylphosphine (3.47 g) and water (12 ml) and the mixture heated at 60° C. for 2 h. The reaction mixture was cooled, poured into water, and extracted with ethyl acetate which was washed with water and dried (MgSO4). The solvent was evaporated and the residue purified by chromatography (silica, ethyl acetate and then 10% 7M ammonia in methanol/dichloromethane as eluent) to give an oil. This was dissolved in ethanol (10 ml)... Starting materials: C(CCCCC)S (Hexanethiol), TEA, C([C@H](O)C)(=O)OC ((R)-Methyl lactate), S(=O)(=O)(C(F)(F)F)OS(=O)(=O)C(F)(F)F (triflic anhydride), TEA. The solvent is CC#N (CH3CN). Product: COC([C@@H](C)CCCCCC)=S ((S)-methyl-2-hexylthiopropionate). The yield is 65.0%. Reaction SMILES: [C:1]([O:6][CH3:7])(=O)[C@@H:2]([CH3:4])O.[S:8](OS(C(F)(F)F)(=O)=O)(C(F)(F)F)(=O)=O.[CH2:23](S)[CH2:24][CH2:25][CH2:26][CH2:27][CH3:28]>CC#N>[CH3:7][O:6][C:1](=[S:8])[C@H:2]([CH2:23][CH2:24][CH2:25][CH2:26][CH2:27][CH3:28])[CH3:4]. Procedure: (R)-Methyl lactate (0.587 g, 5.55 mmol) was treated as described in Example 5 with triflic anhydride (1.07 ml, 6.38 mmol) and TEA (0.89 ml, 6.39 mmol) in 11 ml of CH3CN. Hexanethiol (1.07 ml, 7.21 mmol) and TEA (1.01 ml, 7.21 mmol) were added and the workup described in Example 5 followed by purification by silica gel chromatography using 25 to 1 hexane to ethyl acetate as eluent gave (S)-methyl-2-hexylthiopropionate as a clear yellow oil (0.737 g, 3.61 mmol, 65%). [α]D =-128° (c=1, MeOH); 1N NM... Reactants: C1(=CC=C(C=C1)C)C(C)C (para-cymene), O (water). Product: C1(=CC=C(C=C1)C)C(C)C (para-cymene), C(C)C(CO)CCCC (2-ethylhexanol). As a reaction SMILES: [C:1]1([CH:8]([CH3:10])[CH3:9])[CH:6]=[CH:5][C:4]([CH3:7])=[CH:3][CH:2]=1.[OH2:11]>>[C:1]1([CH:8]([CH3:10])[CH3:9])[CH:6]=[CH:5][C:4]([CH3:7])=[CH:3][CH:2]=1.[CH2:2]([CH:1]([CH2:6][CH2:5][CH2:4][CH3:7])[CH2:8][OH:11])[CH3:3]. Reported procedure: Solvent (500 g; 90% para-cymene/10% 2-ethylhexanol) and water (2000 g) was charged to a 5 L, 3-necked flask fitted with stirrer, thermometer and distillation head. The mixture was heated to reflux, and oil/water fractions were separated into oil and aqueous layers and the layers weighed to determine the oil:water ratio throughout the distillation. The oil composition was determined by gas/liquid chromatography analysis. Results in Table 4 show that the percent composition relative to the para-cy...